This data is from the Open Reaction Database (ORD), a public repository of structured organic reaction records. The task is: describe an organic reaction: reactants, conditions, products, and yield The reactants are ClC(=O)OCC(Cl)(Cl)Cl (2,2,2-trichloroethyl chloroformate), crude product, NC=1C(=C(C=C(C1)C(C)(C)C)C(C(F)(F)F)O)OC (1-(3-amino-5-tert-butyl-2-methoxyphenyl)-2,2,2-trifluoroethanol), C(C)(C)N(C(C)C)CC (N,N-diisopropylethylamine), O (Water). Run in C1CCOC1 (THF). Conditions: temperature 0 celsius, time 10 minute. Yields the product C(C)(C)(C)C=1C=C(C(=C(C1)NC(OCC(Cl)(Cl)Cl)=O)OC)C(C(F)(F)F)O (2,2,2-trichloroethyl 5-tert-butyl-2-methoxy-3-(2,2,2-trifluoro-1-hydroxyethyl)phenylcarbamate). Yield: 96.0%. As a reaction SMILES: [NH2:1][C:2]1[C:3]([O:18][CH3:19])=[C:4]([CH:12]([OH:17])[C:13]([F:16])([F:15])[F:14])[CH:5]=[C:6]([C:8]([CH3:11])([CH3:10])[CH3:9])[CH:7]=1.C(N(CC)C(C)C)(C)C.Cl[C:30]([O:32][CH2:33][C:34]([Cl:37])([Cl:36])[Cl:35])=[O:31].O>C1COCC1>[C:8]([C:6]1[CH:5]=[C:4]([CH:12]([OH:17])[C:13]([F:15])([F:16])[F:14])[C:3]([O:18][CH3:19])=[C:2]([NH:1][C:30](=[O:31])[O:32][CH2:33][C:34]([Cl:37])([Cl:36])[Cl:35])[CH:7]=1)([CH3:11])([CH3:10])[CH3:9]. Reported procedure: A solution of crude product (0.397 g) containing 1-(3-amino-5-tert-butyl-2-methoxyphenyl)-2,2,2-trifluoroethanol and N,N-diisopropylethylamine (0.374 mL, 2.14 mmol) in THF (4.77 mL) was cooled to 0° C., and 2,2,2-trichloroethyl chloroformate (0.217 mL, 1.57 mmol) was added thereto, followed by stirring the mixture for 10 minutes. Water was added to the reaction solution and the aqueous layer was extracted with ethyl acetate and the organic layer was washed with saturated brine. The organic layer... Yields the product BrC=1C=C2C(=NC1)OC1=CC=C(C=C1[C@]21N=C(SC1)NC(OC(C)(C)C)=O)I ((S)-tert-butyl 3-bromo-7-iodo-5′H-spiro[chromeno[2,3-b]pyridine-5,4′-thiazole]-2′-ylcarbamate). The solvent is CCOC(=O)C (EtOAc), O1CCOCC1 (dioxane). Procedure details: (S)-3-Bromo-7-iodo-5′H-spiro[chromeno[2,3-b]pyridine-5,4′-thiazol]-2′-amine (2.31 g, 4.87 mmol, prepared as described in Method BB26) was dissolved in dioxane (24.36 mL). 25 mL of saturated sodium bicarbonate solution was added, followed by boc-anhydride (11.31 mL, 48.7 mmol). The reaction was stirred overnight at RT. The reaction was diluted with EtOAc and washed with water. The aqueous layer was extracted with EtOAc, and the combined organic layers were dried with sodium sulfate, filtered, and... Reaction SMILES: [Br:1][C:2]1[CH:3]=[C:4]2[C@:15]3([CH2:19][S:18][C:17]([NH2:20])=[N:16]3)[C:14]3[C:9](=[CH:10][CH:11]=[C:12]([I:21])[CH:13]=3)[O:8][C:5]2=[N:6][CH:7]=1.[C:22](=[O:25])(O)[O-:23].[Na+]>O1CCOCC1.CCOC(C)=O>[Br:1][C:2]1[CH:3]=[C:4]2[C@:15]3([CH2:19][S:18][C:17]([NH:20][C:22](=[O:25])[O:23][C:4]([CH3:15])([CH3:5])[CH3:3])=[N:16]3)[C:14]3[C:9](=[CH:10][CH:11]=[C:12]([I:21])[CH:13]=3)[O:8][C:5]2=[N:6][CH:7]=1 |f:1.2|. Reactants: C([O-])(O)=O.[Na+] (sodium bicarbonate), BrC=1C=C2C(=NC1)OC1=CC=C(C=C1[C@]21N=C(SC1)N)I ((S)-3-Bromo-7-iodo-5′H-spiro[chromeno[2,3-b]pyridine-5,4′-thiazol]-2′-amine), boc-anhydride. Conditions: time 8 hour. The reactants are CCOC(=O)c1cc(=O)n(Cc2ccccc2S(=O)(=O)O)[nH]1, CCO, NCCO. The product is O=C(NCCO)c1cc(=O)n(Cc2ccccc2S(=O)(=O)O)[nH]1. Reaction SMILES: [CH2:1]([O:2][C:4](=[O:5])[c:6]1[nH:7][n:8]([CH2:12][c:13]2[c:14]([S:19](=[O:20])(=[O:21])[OH:22])[cH:15][cH:16][cH:17][cH:18]2)[c:9](=[O:11])[cH:10]1)[CH3:3].[CH3:27][CH2:28][OH:29].[NH2:23][CH2:24][CH2:25][OH:26]>>[C:4](=[O:5])([c:6]1[nH:7][n:8]([CH2:12][c:13]2[c:14]([S:19](=[O:20])(=[O:21])[OH:22])[cH:15][cH:16][cH:17][cH:18]2)[c:9](=[O:11])[cH:10]1)[NH:23][CH2:24][CH2:25][OH:26]. Starting materials: CCOC(=O)c1cccc(N2CC(c3ccc(OC)c(OC4CCCC4)c3)CC2=O)c1, CCO, Cl, [Na+], [OH-], O. RXN SMILES: [CH2:1]([CH3:2])[O:3][C:4]([c:5]1[cH:6][c:7]([N:11]2[C:12](=[O:30])[CH2:13][CH:14]([c:16]3[cH:17][c:18]([O:24][CH:25]4[CH2:26][CH2:27][CH2:28][CH2:29]4)[c:19]([O:22][CH3:23])[cH:20][cH:21]3)[CH2:15]2)[cH:8][cH:9][cH:10]1)=[O:31].[CH3:35][CH2:36][OH:37].[ClH:34].[Na+:33].[OH-:32].[OH2:38]>>[O:3]=[C:4]([c:5]1[cH:6][c:7]([N:11]2[C:12](=[O:30])[CH2:13][CH:14]([c:16]3[cH:17][c:18]([O:24][CH:25]4[CH2:26][CH2:27][CH2:28][CH2:29]4)[c:19]([O:22][CH3:23])[cH:20][cH:21]3)[CH2:15]2)[cH:8][cH:9][cH:10]1)[OH:31]. Product: COc1ccc(C2CC(=O)N(c3cccc(C(=O)O)c3)C2)cc1OC1CCCC1.